This data is from the Open Reaction Database (ORD), a public repository of structured organic reaction records. The task is: describe an organic reaction: reactants, conditions, products, and yield Reactants: Nc1ccc(S(=O)(=O)c2cc(Br)nc(Br)c2)cc1, CC(C)(C)OC(=O)NCCCCN, C1COCCO1. The product is CC(C)(C)OC(=O)NCCCCNc1cc(S(=O)(=O)c2ccc(N)cc2)cc(Br)n1. Reaction SMILES: [Br:1][c:2]1[n:3][c:4]([Br:18])[cH:5][c:6]([S:8](=[O:9])(=[O:10])[c:11]2[cH:12][cH:13][c:14]([NH2:17])[cH:15][cH:16]2)[cH:7]1.[C:19]([CH3:20])([CH3:21])([CH3:22])[O:23][C:24](=[O:25])[NH:26][CH2:27][CH2:28][CH2:29][CH2:30][NH2:31].[O:32]1[CH2:33][CH2:34][O:35][CH2:36][CH2:37]1>>[c:2]1([NH:31][CH2:30][CH2:29][CH2:28][CH2:27][NH:26][C:24]([O:23][C:19]([CH3:20])([CH3:21])[CH3:22])=[O:25])[n:3][c:4]([Br:18])[cH:5][c:6]([S:8](=[O:9])(=[O:10])[c:11]2[cH:12][cH:13][c:14]([NH2:17])[cH:15][cH:16]2)[cH:7]1. The reactants are CCC#CC(C)(C)NC(=O)C(CC)Oc1cncc(C(=O)OC)c1, CC(C)O, [Na+], [OH-], O. Yields the product CCC#CC(C)(C)NC(=O)C(CC)Oc1cncc(C(=O)O)c1. Reaction SMILES: [CH3:1][O:2][C:3](=[O:4])[c:5]1[cH:6][c:7]([O:11][CH:12]([C:13](=[O:14])[NH:15][C:16]([C:17]#[C:18][CH2:19][CH3:20])([CH3:21])[CH3:22])[CH2:23][CH3:24])[cH:8][n:9][cH:10]1.[CH3:27][CH:28]([OH:29])[CH3:30].[Na+:26].[OH-:25].[OH2:31]>>[O:2]=[C:3]([OH:4])[c:5]1[cH:6][c:7]([O:11][CH:12]([C:13](=[O:14])[NH:15][C:16]([C:17]#[C:18][CH2:19][CH3:20])([CH3:21])[CH3:22])[CH2:23][CH3:24])[cH:8][n:9][cH:10]1.